From a dataset of the Open Reaction Database (ORD), a public repository of structured organic reaction records. describe an organic reaction: reactants, conditions, products, and yield Reactants: C1COCCO1, CC(=O)O, COc1ccc2cc(CC#N)c(C)nc2c1, O, O=S(=O)(O)O. The product is COc1ccc2cc(CC(=O)O)c(C)nc2c1. RXN SMILES: [CH2:26]1[O:27][CH2:28][CH2:29][O:30][CH2:31]1.[CH3:17][C:18]([OH:19])=[O:20].[CH3:1][O:2][c:3]1[cH:4][cH:5][c:6]2[cH:7][c:8]([CH2:14][C:15]#[N:16])[c:9]([CH3:13])[n:10][c:11]2[cH:12]1.[OH2:32].[S:21](=[O:22])(=[O:23])([OH:24])[OH:25]>>[CH3:1][O:2][c:3]1[cH:4][cH:5][c:6]2[cH:7][c:8]([CH2:17][C:18]([OH:19])=[O:20])[c:9]([CH3:13])[n:10][c:11]2[cH:12]1. The reactants are S(=O)(Cl)Cl (thionyl chloride), N1=CC=CC=C1 (pyridine), CC=1C(=C(C(=O)O)C(=CC1)C)[N+](=O)[O-] (3,6-Dimethyl-2-nitrobenzoic acid). Solvent: C1=CC=CC=C1 (benzene). Yields the product CC=1C(=C(C(=O)Cl)C(=CC1)C)[N+](=O)[O-] (3,6-dimethyl-2-nitrobenzoyl chloride). Reaction SMILES: [CH3:1][C:2]1[C:3]([N+:12]([O-:14])=[O:13])=[C:4]([C:8]([CH3:11])=[CH:9][CH:10]=1)[C:5](O)=[O:6].S(Cl)([Cl:17])=O.N1C=CC=CC=1>C1C=CC=CC=1>[CH3:1][C:2]1[C:3]([N+:12]([O-:14])=[O:13])=[C:4]([C:8]([CH3:11])=[CH:9][CH:10]=1)[C:5]([Cl:17])=[O:6]. Procedure: 3,6-Dimethyl-2-nitrobenzoic acid in an amount of 9.6 g (51 mmol) was dissolved in 100 ml benzene and then followed by an addition of thionyl chloride in an amount of 8.8 g (74 mmol) and pyridine in an amount of 0.1 lg. The mixture was then heated for 2 hours under reflux, and the solvent therein was distillated out under reduced pressure to obtain 3,6-dimethyl-2-nitrobenzoyl chloride in an amount of 10.3 g. The product is CC(C)(C)OC(=O)NCCCCc1ccc(OCCN)cc1. Reactants: CC(C)(C)OC(=O)NCCCCc1ccc(OCCNC(=O)OCc2ccccc2)cc1, CCO, [H][H]. Reaction SMILES: [C:1]([CH3:2])([CH3:3])([CH3:4])[O:5][C:6]([NH:7][CH2:8][CH2:9][CH2:10][CH2:11][c:12]1[cH:13][cH:14][c:15]([O:18][CH2:19][CH2:20][NH:21][C:22]([O:23][CH2:24][c:25]2[cH:26][cH:27][cH:28][cH:29][cH:30]2)=[O:31])[cH:16][cH:17]1)=[O:32].[CH3:35][CH2:36][OH:37].[H:33][H:34]>>[C:1]([CH3:2])([CH3:3])([CH3:4])[O:5][C:6]([NH:7][CH2:8][CH2:9][CH2:10][CH2:11][c:12]1[cH:13][cH:14][c:15]([O:18][CH2:19][CH2:20][NH2:21])[cH:16][cH:17]1)=[O:32].